From a dataset of the Open Reaction Database (ORD), a public repository of structured organic reaction records. describe an organic reaction: reactants, conditions, products, and yield Reactants: [BH4-], CO, [Na+], C1CCOC1, CNC(=S)C1=C(O)C(COC)(COC)Oc2ccc([N+](=O)[O-])cc21. The product is CNC(=S)C1c2cc([N+](=O)[O-])ccc2OC(COC)(COC)C1O. As a reaction SMILES: [BH4-:30].[CH3:32][OH:33].[Na+:31].[O:25]1[CH2:26][CH2:27][CH2:28][CH2:29]1.[OH:1][C:2]1=[C:7]([C:8]([NH:9][CH3:10])=[S:11])[c:6]2[c:5]([cH:15][cH:14][c:13]([N+:16](=[O:17])[O-:18])[cH:12]2)[O:4][C:3]1([CH2:19][O:20][CH3:21])[CH2:22][O:23][CH3:24]>>[OH:1][CH:2]1[C:3]([CH2:19][O:20][CH3:21])([CH2:22][O:23][CH3:24])[O:4][c:5]2[c:6]([cH:12][c:13]([N+:16](=[O:17])[O-:18])[cH:14][cH:15]2)[CH:7]1[C:8]([NH:9][CH3:10])=[S:11]. Reactants: CNC, COc1cc(Cl)cc(C(=O)Nc2ccc(Cl)cn2)c1NC(=O)c1scc(CCl)c1Cl, CN(C)C=O. The product is COc1cc(Cl)cc(C(=O)Nc2ccc(Cl)cn2)c1NC(=O)c1scc(CN(C)C)c1Cl. As a reaction SMILES: [CH3:31][NH:32][CH3:33].[Cl:1][c:2]1[cH:3][cH:4][c:5]([NH:8][C:9]([c:10]2[c:11]([NH:19][C:20](=[O:21])[c:22]3[s:23][cH:24][c:25]([CH2:28][Cl:29])[c:26]3[Cl:27])[c:12]([O:17][CH3:18])[cH:13][c:14]([Cl:16])[cH:15]2)=[O:30])[n:6][cH:7]1.[O:34]=[CH:35][N:36]([CH3:37])[CH3:38]>>[Cl:1][c:2]1[cH:3][cH:4][c:5]([NH:8][C:9]([c:10]2[c:11]([NH:19][C:20](=[O:21])[c:22]3[s:23][cH:24][c:25]([CH2:28][N:32]([CH3:31])[CH3:33])[c:26]3[Cl:27])[c:12]([O:17][CH3:18])[cH:13][c:14]([Cl:16])[cH:15]2)=[O:30])[n:6][cH:7]1. Starting materials: CCOc1cc(C=O)cc(OCC)c1Br, CS, Cl, [H-], [Na+], CN(C)C=O. The product is CCOc1cc(C=O)cc(OCC)c1SC. RXN SMILES: [Br:5][c:6]1[c:7]([O:17][CH2:18][CH3:19])[cH:8][c:9]([CH:10]=[O:11])[cH:12][c:13]1[O:14][CH2:15][CH3:16].[CH3:3][SH:4].[ClH:20].[H-:1].[Na+:2].[O:21]=[CH:22][N:23]([CH3:24])[CH3:25]>>[CH3:3][S:4][c:6]1[c:7]([O:17][CH2:18][CH3:19])[cH:8][c:9]([CH:10]=[O:11])[cH:12][c:13]1[O:14][CH2:15][CH3:16]. Reactants: BrCCC1=C(C(=O)OC)C=C(C=C1)Cl (methyl 2-(bromoethyl)-5-chlorobenzoate), OC=1C=C(C(=O)NC)C=CC1 (3-hydroxy-N-methylbenzamide). Product: ClC=1C=CC(=C(C(=O)OC)C1)COC1=CC(=CC=C1)C(=O)NC (Methyl 5-chloro-2-({3-[(methylamino)carbonyl]phenoxy}methyl)benzoate). As a reaction SMILES: BrC[CH2:3][C:4]1[CH:13]=[CH:12][C:11]([Cl:14])=[CH:10][C:5]=1[C:6]([O:8][CH3:9])=[O:7].[OH:15][C:16]1[CH:17]=[C:18]([CH:23]=[CH:24][CH:25]=1)[C:19]([NH:21][CH3:22])=[O:20]>>[Cl:14][C:11]1[CH:12]=[CH:13][C:4]([CH2:3][O:15][C:16]2[CH:25]=[CH:24][CH:23]=[C:18]([C:19]([NH:21][CH3:22])=[O:20])[CH:17]=2)=[C:5]([CH:10]=1)[C:6]([O:8][CH3:9])=[O:7]. Procedure details: The title compound was prepared according to the procedure described in step 1 of Example 1 from methyl 2-(bromoethyl)-5-chlorobenzoate and 3-hydroxy-N-methylbenzamide (WO 2003018566): Starting materials: Cl (hydro-chloric acid), [OH-].[Na+] (sodium hydroxide), resultant mixture, C(C)(=O)N1CC2=C(CC1)SC(=C2N)C(=O)OC (methyl 5-acetyl-3-amino-4,5,6,7-tetrahydrothieno[3,2-c]pyridine-2carboxylate). Solvent: O (water). Product: NC1=C(SC2=C1CNCC2)C(=O)O (3-amino-4,5,6,7-tetrahydrothieno[3,2-c]pyridine-2-carboxylic acid). The yield is 37.6%. As a reaction SMILES: [OH-].[Na+].C([N:6]1[CH2:11][CH2:10][C:9]2[S:12][C:13]([C:16]([O:18]C)=[O:17])=[C:14]([NH2:15])[C:8]=2[CH2:7]1)(=O)C.Cl>O>[NH2:15][C:14]1[C:8]2[CH2:7][NH:6][CH2:11][CH2:10][C:9]=2[S:12][C:13]=1[C:16]([OH:18])=[O:17] |f:0.1|. Reported procedure: An aqueous solution obtained by dissolving 9.1 g of sodium hydroxide in 90 ml of water was added to 5.8 g (46%) of methyl 5-acetyl-3-amino-4,5,6,7-tetrahydrothieno[3,2-c]pyridine-2carboxylate (Compound No. 16) obtained in Example 1 and the resultant mixture was heated under reflux for 2 hours. After cooling followed by neutralization with concentrated hydro-chloric acid, the solvent was distilled off. Methanol was added to the residue and the crystals thus formed were taken by filtration and tho...